Dataset: the Open Reaction Database (ORD), a public repository of structured organic reaction records. Task: describe an organic reaction: reactants, conditions, products, and yield The reactants are CCOC(=O)c1cc(C)cnc1C, O=c1n(Cl)c(=O)n(Cl)c(=O)n1Cl, ClCCl, [Na+], [Na+], O=C([O-])[O-]. Product: CCOC(=O)c1cc(C)cnc1CCl. Reaction SMILES: [CH3:1][c:2]1[c:3]([C:4](=[O:5])[O:6][CH2:7][CH3:8])[cH:9][c:10]([CH3:13])[cH:11][n:12]1.[Cl:14][n:15]1[c:16](=[O:17])[n:18]([Cl:19])[c:20](=[O:21])[n:22]([Cl:23])[c:24]1=[O:25].[Cl:26][CH2:27][Cl:28].[Na+:29].[Na+:30].[O-:31][C:32](=[O:33])[O-:34]>>[CH2:1]([c:2]1[c:3]([C:4](=[O:5])[O:6][CH2:7][CH3:8])[cH:9][c:10]([CH3:13])[cH:11][n:12]1)[Cl:14]. Starting materials: COC(=O)CBr, Oc1ccc(-c2ccc3c(c2)c2c(n3Cc3ccccc3)CCCC2)cc1, CC(C)=O, [K+], [K+], O=C([O-])[O-]. The product is COC(=O)COc1ccc(-c2ccc3c(c2)c2c(n3Cc3ccccc3)CCCC2)cc1. Reaction SMILES: [Br:34][CH2:35][C:36](=[O:37])[O:38][CH3:39].[CH2:1]([c:2]1[cH:3][cH:4][cH:5][cH:6][cH:7]1)[n:8]1[c:9]2[c:14]([c:15]3[cH:16][c:17](-[c:21]4[cH:22][cH:23][c:24]([OH:27])[cH:25][cH:26]4)[cH:18][cH:19][c:20]13)[CH2:13][CH2:12][CH2:11][CH2:10]2.[CH3:40][C:41](=[O:42])[CH3:43].[K+:28].[K+:29].[O-:30][C:31]([O-:32])=[O:33]>>[CH2:1]([c:2]1[cH:3][cH:4][cH:5][cH:6][cH:7]1)[n:8]1[c:9]2[c:14]([c:15]3[cH:16][c:17](-[c:21]4[cH:22][cH:23][c:24]([O:27][CH2:35][C:36](=[O:37])[O:38][CH3:39])[cH:25][cH:26]4)[cH:18][cH:19][c:20]13)[CH2:13][CH2:12][CH2:11][CH2:10]2. Reactants: O1CCC(CC1)O (tetrahydro-2H-pyran-4-ol), CC1=CC(=C2C=CNC2=C1)[N+](=O)[O-] (6-methyl-4-nitro-1H-indole). Yields the product CC=1C=C(C=2C=CN(C2C1)C1CCOCC1)N (6-methyl-1-(tetrahydro-2H-pyran-4-yl)-1H-indol-4-amine). RXN SMILES: [O:1]1[CH2:6][CH2:5][CH:4](O)[CH2:3][CH2:2]1.[CH3:8][C:9]1[CH:17]=[C:16]2[C:12]([CH:13]=[CH:14][NH:15]2)=[C:11]([N+:18]([O-])=O)[CH:10]=1>>[CH3:8][C:9]1[CH:10]=[C:11]([NH2:18])[C:12]2[CH:13]=[CH:14][N:15]([CH:4]3[CH2:5][CH2:6][O:1][CH2:2][CH2:3]3)[C:16]=2[CH:17]=1. Reported procedure: In accordance with Example 68 (Steps 1 and 2), tetrahydro-2H-pyran-4-ol was used instead of (S)-tetrahydrofuran-3-ol, and 6-methyl-4-nitro-1H-indole was used instead of 4-nitro-1H-indole to obtain 6-methyl-1-(tetrahydro-2H-pyran-4-yl)-1H-indol-4-amine. The reactants are CN1N=C(C(=C1)N1C(N(C=2C=NC=3C=CC(=CC3C21)C=2C=NC(=C(C2)[N+](=O)[O-])OC)C)=O)C (1-(1,3-dimethyl-1H-pyrazol-4-yl)-8-(6-methoxy-5-nitro-pyridin-3-yl)-3-methyl-1,3-dihydro-imidazo[4,5-c]quinolin-2-one), [H][H] (hydrogen). Reagents/catalysts: [Pd] (palladium). Solvent: C1CCOC1 (THF), CO (MeOH). The product is NC=1C=C(C=NC1OC)C1=CC=2C3=C(C=NC2C=C1)N(C(N3C=3C(=NN(C3)C)C)=O)C (8-(5-Amino-6-methoxy-pyridin-3-yl)-1-(1,3-dimethyl-1H-pyrazol-4-yl)-3-methyl-1,3-dihydro-imidazo[4,5-c]quinolin-2-one). Reaction SMILES: [CH3:1][N:2]1[CH:6]=[C:5]([N:7]2[C:19]3[C:18]4[CH:17]=[C:16]([C:20]5[CH:21]=[N:22][C:23]([O:29][CH3:30])=[C:24]([N+:26]([O-])=O)[CH:25]=5)[CH:15]=[CH:14][C:13]=4[N:12]=[CH:11][C:10]=3[N:9]([CH3:31])[C:8]2=[O:32])[C:4]([CH3:33])=[N:3]1.[H][H]>C1COCC1.CO.[Pd]>[NH2:26][C:24]1[CH:25]=[C:20]([C:16]2[CH:15]=[CH:14][C:13]3[N:12]=[CH:11][C:10]4[N:9]([CH3:31])[C:8](=[O:32])[N:7]([C:5]5[C:4]([CH3:33])=[N:3][N:2]([CH3:1])[CH:6]=5)[C:19]=4[C:18]=3[CH:17]=2)[CH:21]=[N:22][C:23]=1[O:29][CH3:30]. Reported procedure: A solution of 1-(1,3-dimethyl-1H-pyrazol-4-yl)-8-(6-methoxy-5-nitro-pyridin-3-yl)-3-methyl-1,3-dihydro-imidazo[4,5-c]quinolin-2-one (Example 66, 50 mg, 0.112 mmol) in 5 ml THF and 5 ml MeOH was stirred in presence of palladium 10% on charcoal under 1.1 bar of hydrogen for 5 h at rt. The reaction mixture was filtered over Celite and the catalyst was washed with MeOH/THF. The filtrate was evaporated and the crude product was purified by Prep.HPLC (H2O (0.1% TFA)/CH3CN 95:5 to 50:50). The fractions... Reactants: [O-]S(=O)(=O)C(F)(F)F.C[N+]1=C2C=CC=CC2=C(C2=CC=CC=C12)C(OC1=CC=CC2=CC=CC=C12)=S (Naphthyl 10-methylacridinium-9-thiocarboxylate triflate), C(C)(=O)O (acetic acid). The reagents and catalysts are [Zn] (zinc). Solvent: C(C)(C)O (isopropanol), C(Cl)Cl (CH2Cl2). Conditions: time 8 hour. Product: CN1C=2C=CC=CC2C(C2=CC=CC=C12)C(OC1=CC=CC2=CC=CC=C12)=S (Naphthyl 10-methylacridan-9-thiocarboxylate). The yield is 98.2%. RXN SMILES: [O-]S(C(F)(F)F)(=O)=O.[CH3:9][N+:10]1[C:23]2[C:18](=[CH:19][CH:20]=[CH:21][CH:22]=2)[C:17]([C:24](=[S:36])[O:25][C:26]2[C:35]3[C:30](=[CH:31][CH:32]=[CH:33][CH:34]=3)[CH:29]=[CH:28][CH:27]=2)=[C:16]2[C:11]=1[CH:12]=[CH:13][CH:14]=[CH:15]2.C(O)(=O)C>C(Cl)Cl.C(O)(C)C.[Zn]>[CH3:9][N:10]1[C:11]2[C:16](=[CH:15][CH:14]=[CH:13][CH:12]=2)[CH:17]([C:24](=[S:36])[O:25][C:26]2[C:35]3[C:30](=[CH:31][CH:32]=[CH:33][CH:34]=3)[CH:29]=[CH:28][CH:27]=2)[C:18]2[CH:19]=[CH:20][CH:21]=[CH:22][C:23]1=2 |f:0.1|. Reported procedure: Naphthyl 10-methylacridinium-9-thiocarboxylate triflate (65.50 g) was suspended in CH2Cl2 (1000 mL) under argon and glacial acetic acid (21.2 ml) and zinc (40.43 g) were added. After stirring overnight, TLC showed the dissappearance of the starting material and the formation of a new product. The reaction mixture was filtered through a bed of silica gel and the CH2Cl2 removed in vacuo. The slightly yellow solid obtained was stirred in isopropanol (500 ml), filtered, washed with 500 ml more isopr... Reactants: N1CCCCC1 (piperidine), C(C1=CC=CC=C1)N1C2=C(C=3C=CC(=CC13)OC)N=C(C=C2C(=O)OC)Br (methyl 5-benzyl-2-bromo-7-methoxy-5H-pyrido[3,2-b]indole-4-carboxylate), CC1(C2=CC=CC(=C2OC=2C(=CC=CC12)P(C1=CC=CC=C1)C1=CC=CC=C1)P(C1=CC=CC=C1)C1=CC=CC=C1)C (9,9-dimethyl-4,5-bis(diphenylphosphino)xanthene), C(=O)([O-])[O-].[Cs+].[Cs+] (Cs2CO3). Reagents/catalysts: C1=CC=C(C=C1)/C=C/C(=O)/C=C/C2=CC=CC=C2.C1=CC=C(C=C1)/C=C/C(=O)/C=C/C2=CC=CC=C2.C1=CC=C(C=C1)/C=C/C(=O)/C=C/C2=CC=CC=C2.C(Cl)(Cl)Cl.[Pd].[Pd] (tris(dibenzylideneacetone)dipalladium-chloroform adduct). The solvent is O1CCOCC1 (Dioxane), CCOC(=O)C (EtOAc). Reaction conditions: temperature 100 celsius. Product: C(C1=CC=CC=C1)N1C2=C(C=3C=CC(=CC13)OC)N=C(C=C2C(=O)OC)N2CCCCC2 (methyl 5-benzyl-7-methoxy-2-(piperidin-1-yl)-5H-pyrido[3,2-b]indole-4-carboxylate). The yield is 57.1%. Reaction SMILES: [CH2:1]([N:8]1[C:16]2[CH:15]=[C:14]([O:17][CH3:18])[CH:13]=[CH:12][C:11]=2[C:10]2[N:19]=[C:20](Br)[CH:21]=[C:22]([C:23]([O:25][CH3:26])=[O:24])[C:9]1=2)[C:2]1[CH:7]=[CH:6][CH:5]=[CH:4][CH:3]=1.CC1(C)C2C=CC=C(P(C3C=CC=CC=3)C3C=CC=CC=3)C=2OC2C1=CC=CC=2P(C1C=CC=CC=1)C1C=CC=CC=1.C([O-])([O-])=O.[Cs+].[Cs+].[NH:76]1[CH2:81][CH2:80][CH2:79][CH2:78][CH2:77]1>CCOC(C)=O.C1C=CC(/C=C/C(/C=C/C2C=CC=CC=2)=O)=CC=1.C1C=CC(/C=C/C(/C=C/C2C=CC=CC=2)=O)=CC=1.C1C=CC(/C=C/C(/C=C/C2C=CC=CC=2)=O)=CC=1.C(Cl)(Cl)Cl.[Pd].[Pd].O1CCOCC1>[CH2:1]([N:8]1[C:16]2[CH:15]=[C:14]([O:17][CH3:18])[CH:13]=[CH:12][C:11]=2[C:10]2[N:19]=[C:20]([N:76]3[CH2:81][CH2:80][CH2:79][CH2:78][CH2:77]3)[CH:21]=[C:22]([C:23]([O:25][CH3:26])=[O:24])[C:9]1=2)[C:2]1[CH:7]=[CH:6][CH:5]=[CH:4][CH:3]=1 |f:2.3.4,7.8.9.10.11.12|. Reported procedure: A vial containing a mixture of methyl 5-benzyl-2-bromo-7-methoxy-5H-pyrido[3,2-b]indole-4-carboxylate (90 mg, 0.21 mmol), 9,9-dimethyl-4,5-bis(diphenylphosphino)xanthene (18 mg, 0.032 mmol), tris(dibenzylideneacetone)dipalladium-chloroform adduct (11 mg, 11 μmol), Cs2CO3 (56 mg, 0.53 mmol) was flushed with nitrogen. Dioxane (1 mL) and piperidine (0.042 mL, 0.42 mmol) was added and the vial was sealed and heated at 100° C. overnight. This was then diluted with EtOAc, washed with water and brine, ...